From a dataset of the Open Reaction Database (ORD), a public repository of structured organic reaction records. describe an organic reaction: reactants, conditions, products, and yield The reactants are C(CC)SC1=C(C=NN1C1=CC=C(C(=O)OC)C=C1)C(=O)N1CC(CC1)C1=C(C=CC=C1)C(F)(F)F (Methyl 4-[5-propylsulfanyl-4-[3-[2-(trifluoromethyl)phenyl]pyrrolidine-1-carbonyl]pyrazol-1-yl]benzoate), [OH-].[Na+] (sodium hydroxide). The solvent is CO (methanol). Yields the product C(CC)SC1=C(C=NN1C1=CC=C(C(=O)O)C=C1)C(=O)N1CC(CC1)C1=C(C=CC=C1)C(F)(F)F (4-[5-Propylsulfanyl-4-[3-[2-(trifluoromethyl)phenyl)pyrrolidine-1-carbonyl]pyrazol-1-yl]benzoic acid). Yield: 67.8%. RXN SMILES: [CH2:1]([S:4][C:5]1[N:9]([C:10]2[CH:19]=[CH:18][C:13]([C:14]([O:16]C)=[O:15])=[CH:12][CH:11]=2)[N:8]=[CH:7][C:6]=1[C:20]([N:22]1[CH2:26][CH2:25][CH:24]([C:27]2[CH:32]=[CH:31][CH:30]=[CH:29][C:28]=2[C:33]([F:36])([F:35])[F:34])[CH2:23]1)=[O:21])[CH2:2][CH3:3].[OH-].[Na+]>CO>[CH2:1]([S:4][C:5]1[N:9]([C:10]2[CH:11]=[CH:12][C:13]([C:14]([OH:16])=[O:15])=[CH:18][CH:19]=2)[N:8]=[CH:7][C:6]=1[C:20]([N:22]1[CH2:26][CH2:25][CH:24]([C:27]2[CH:32]=[CH:31][CH:30]=[CH:29][C:28]=2[C:33]([F:34])([F:35])[F:36])[CH2:23]1)=[O:21])[CH2:2][CH3:3] |f:1.2|. Reported procedure: Methyl 4-[5-propylsulfanyl-4-[3-[2-(trifluoromethyl)phenyl]pyrrolidine-1-carbonyl]pyrazol-1-yl]benzoate (Intermediate#6) (177 mg, 0.34 mmol) was stirred at ambient temperature for 18 h in a mixture of methanol (5 mL) and 2M sodium hydroxide (0.855 mL, 1.71 mmol) for 18 h. The reaction mixture was evaporated to remove the methanol. The residue was dissolved in water (20 mL) and acidified to pH4 with 2M HCl. The resulting white precipitate was recovered by filtration, washed with water and dried u... Starting materials: NC=1SC2=C(N1)C=CC(=C2)OC(F)(F)F (2-amino-6-trifluoromethoxybenzothiazole), BrCCO (2-bromoethanol), N=C1SC2=C(N1CCO)C=CC(=C2)OC(F)(F)F (2-(2-Imino-6-trifluoromethoxy-3-benzothiazolinyl)ethanol). Run in C(C)O (ethanol). Run at temperature 20 celsius, time 95 hour. Product: Br.N=C1SC2=C(N1CCO)C=CC(=C2)OC(F)(F)F (2-(2-Imino-6-trifluoromethoxy-3-benzothiazolinyl)ethanol hydrobromide). As a reaction SMILES: [NH:1]=[C:2]1[N:6]([CH2:7][CH2:8][OH:9])[C:5]2[CH:10]=[CH:11][C:12]([O:14][C:15]([F:18])([F:17])[F:16])=[CH:13][C:4]=2[S:3]1.NC1SC2C=C(OC(F)(F)F)C=CC=2N=1.[Br:34]CCO>C(O)C>[BrH:34].[NH:1]=[C:2]1[N:6]([CH2:7][CH2:8][OH:9])[C:5]2[CH:10]=[CH:11][C:12]([O:14][C:15]([F:18])([F:16])[F:17])=[CH:13][C:4]=2[S:3]1 |f:4.5|. Reported procedure: 2-(2-Imino-6-trifluoromethoxy-3-benzothiazolinyl)ethanol may be prepared according to the following process: 2-amino-6-trifluoromethoxybenzothiazole (9.4 g) and 2-bromoethanol (10 g) in absolute ethanol (30 cc) are heated to boiling for 95 hours. The mixture is then cooled to a temperature in the region of 20° C. The precipitate formed is filtered off and washed with ethyl ether (100 cc). 2-(2-Imino-6-trifluoromethoxy-3-benzothiazolinyl)ethanol hydrobromide (6.4 g), m.p. 219° C., is obtained. Reactants: C(C)C1(OCCO1)C1=CC(=C(C=C1)C1=CC(=CC=C1)COC=1C=C(C(C(=O)OC)=CC1)C(=O)OC)C (dimethyl 4-[4′-(2-ethyl-[1,3]dioxolan-2-yl)-2′-methylbiphenyl-3-ylmethoxy]-phthalate), S(O)(O)(=O)=O (sulphuric acid). Solvent: CO (methanol), O (water). Conditions: time 10 hour. Yields the product CC1=C(C=CC(=C1)C(CC)=O)C1=CC(=CC=C1)COC=1C=C(C(C(=O)OC)=CC1)C(=O)OC (Dimethyl 4-(2′-methyl-4′-propionylbiphenyl-3-ylmethoxy)phthalate). RXN SMILES: [CH2:1]([C:3]1([C:8]2[CH:13]=[CH:12][C:11]([C:14]3[CH:19]=[CH:18][CH:17]=[C:16]([CH2:20][O:21][C:22]4[CH:23]=[C:24]([C:32]([O:34][CH3:35])=[O:33])[C:25](=[CH:30][CH:31]=4)[C:26]([O:28][CH3:29])=[O:27])[CH:15]=3)=[C:10]([CH3:36])[CH:9]=2)OCC[O:4]1)[CH3:2].S(=O)(=O)(O)O>CO.O>[CH3:36][C:10]1[CH:9]=[C:8]([C:3](=[O:4])[CH2:1][CH3:2])[CH:13]=[CH:12][C:11]=1[C:14]1[CH:19]=[CH:18][CH:17]=[C:16]([CH2:20][O:21][C:22]2[CH:23]=[C:24]([C:32]([O:34][CH3:35])=[O:33])[C:25](=[CH:30][CH:31]=2)[C:26]([O:28][CH3:29])=[O:27])[CH:15]=1. Reported procedure: 6.8 g (14 mmol) of dimethyl 4-[4′-(2-ethyl-[1,3]dioxolan-2-yl)-2′-methylbiphenyl-3-ylmethoxy]-phthalate are dissolved in 200 mL of methanol and 50 mL of water. 0.5 mL of sulphuric acid is added and the reaction medium is stirred at room temperature for 10 hours. After the usual treatment, the desired product is obtained, without purification, in the form of a colourless oil (m=6.05 g; Y=97%). Reactants: C1=CC=C2C(=C1)C(=O)C(C2=O)(O)O (ninhydrin), Cl.ClC1=C(C(=CC=C1)C)NC(NN)=O (4-(2-chloro-6-methylphenyl)-semicarbazide hydrochloride). Product: ClC1=C(C(=CC=C1)C)NC(NN=C1C(C2=CC=CC=C2C1=O)=O)=O (2-[4-(2-chloro-6-methylphenyl )-semicarbazono]indan-1,3-dione). Reaction SMILES: [CH:1]1[CH:6]=[C:5]2[C:7]([C:9](O)(O)[C:10](=[O:11])[C:4]2=[CH:3][CH:2]=1)=[O:8].Cl.[Cl:15][C:16]1[CH:21]=[CH:20][CH:19]=[C:18]([CH3:22])[C:17]=1[NH:23][C:24](=[O:27])[NH:25][NH2:26]>>[Cl:15][C:16]1[CH:21]=[CH:20][CH:19]=[C:18]([CH3:22])[C:17]=1[NH:23][C:24](=[O:27])[NH:25][N:26]=[C:9]1[C:10](=[O:11])[C:4]2[C:5](=[CH:6][CH:1]=[CH:2][CH:3]=2)[C:7]1=[O:8] |f:1.2|. Reported procedure: ninhydrin, 4-(2-chloro-6-methylphenyl)-semicarbazide hydrochloride The reactants are C(C)(C)[Mg]Cl (isopropylmagnesium chloride), 1,3-dimethyl-3,4,5,6-tetrahydro-2(]-pyrimidinone, BrC=1C=C2C(CC(OC2=C(C1OC(C)C)Cl)(C)C)=O (6-bromo-8-chloro-7-isopropoxy-2,2-dimethyl-chroman-4-one), BrC=1C=C2C(CC(OC2=C(C1OC(C)C)Cl)(C)C)=O (6-Bromo-8-chloro-7-isopropoxy-2,2-dimethyl-chroman-4-one). Run in C1CCOC1 (THF). The product is BrC=1C=C2C(=CC(OC2=C(C1OC(C)C)Cl)(C)C)C(C)C (6-Bromo-8-chloro-7-isopropoxy-4-isopropyl-2,2-dimethyl-2H-chromene). As a reaction SMILES: [CH:1]([Mg]Cl)([CH3:3])[CH3:2].[Br:6][C:7]1[CH:8]=[C:9]2[C:14](=[C:15]([Cl:21])[C:16]=1[O:17][CH:18]([CH3:20])[CH3:19])[O:13][C:12]([CH3:23])([CH3:22])[CH2:11][C:10]2=O>C1COCC1>[Br:6][C:7]1[CH:8]=[C:9]2[C:14](=[C:15]([Cl:21])[C:16]=1[O:17][CH:18]([CH3:20])[CH3:19])[O:13][C:12]([CH3:23])([CH3:22])[CH:11]=[C:10]2[CH:1]([CH3:3])[CH3:2]. Reported procedure: Following General Procedure C, isopropylmagnesium chloride (2.0 M in THF, 18.8 mL, 37.6 mmol), 6-bromo-8-chloro-7-isopropoxy-2,2-dimethyl-chroman-4-one, (Compound 11, 2.6 g, 7.5 mmol) and 1,3-dimethyl-3,4,5,6-tetrahydro-2(]-pyrimidinone (DMPU, 4.5 mL, 37.6 mmol) in THF was reacted to afford the title compound as a yellow oil after purification by flash chromatography (silica gel, 5% to 10% ethyl acetate in hexanes). The reactants are COC(CNC=1C2=C(NC3=C(N1)C=CC(=C3)Cl)C=CC=C2)OC (7-chloro-[(5H-dibenzo[b,e][1,4]diazepin-11-yl)amino]acetaldehyde dimethyl acetal), S(O)(O)(=O)=O (sulfuric acid). The product is ClC=1C=CC2=C(NC3=C(C=4N2C=CN4)C=CC=C3)C1 (7-chloro-9H-dibenzo[b,f]imidazo[1,2-d][1,4]diazepine). RXN SMILES: CO[CH:3](OC)[CH2:4][NH:5][C:6]1[C:7]2[CH:21]=[CH:20][CH:19]=[CH:18][C:8]=2[NH:9][C:10]2[CH:16]=[C:15]([Cl:17])[CH:14]=[CH:13][C:11]=2[N:12]=1.S(=O)(=O)(O)O>>[Cl:17][C:15]1[CH:14]=[CH:13][C:11]2[N:12]3[CH:3]=[CH:4][N:5]=[C:6]3[C:7]3[CH:21]=[CH:20][CH:19]=[CH:18][C:8]=3[NH:9][C:10]=2[CH:16]=1. Reported procedure: In the manner given in Example 2, 7-chloro-[(5H-dibenzo[b,e][1,4]diazepin-11-yl)amino]acetaldehyde dimethyl acetal is treated with concentrated sulfuric acid to give 7-chloro-9H-dibenzo[b,f]imidazo[1,2-d][1,4]diazepine. The reactants are COC=1C=C(C=CC1)O (3-Methoxyphenol), C(=O)([O-])[O-].[Cs+].[Cs+] (Cs2CO3), BrC(C(=O)OCC)C (ethyl 2-bromopropionate). Solvent: CN(C)C=O (DMF). Reaction conditions: temperature 90 celsius, time 16 hour. Product: C(C)OC(C(C)OC1=CC(=CC=C1)OC)=O (2-(3-Methoxyphenoxy)propionic acid ethyl ester). RXN SMILES: [CH3:1][O:2][C:3]1[CH:4]=[C:5]([OH:9])[CH:6]=[CH:7][CH:8]=1.C([O-])([O-])=O.[Cs+].[Cs+].Br[CH:17]([CH3:23])[C:18]([O:20][CH2:21][CH3:22])=[O:19]>CN(C=O)C>[CH2:21]([O:20][C:18](=[O:19])[CH:17]([O:9][C:5]1[CH:6]=[CH:7][CH:8]=[C:3]([O:2][CH3:1])[CH:4]=1)[CH3:23])[CH3:22] |f:1.2.3|. Procedure details: 3-Methoxyphenol (0.30 mol), Cs2CO3 (197.0 g, 0.61 mol), and ethyl 2-bromopropionate (54.3 g, 0.30 mol) were combined in anhydrous DMF (1000 mL) and stirred at 90° C. under an atmosphere of nitrogen. After 16 h, the DMF was removed in vacuo. The residue was dissolved in ethyl acetate (300 mL) and washed twice with water and once with brine. The organic layer was dried over Na2SO4 and concentrated in vacuo to produce an oil.